Dataset: the Open Reaction Database (ORD), a public repository of structured organic reaction records. Task: describe an organic reaction: reactants, conditions, products, and yield The reactants are FC1=C(C=CC=C1)C(C(=O)OC)(C)C (methyl 2-(2-fluorophenyl)-2-methylpropanoate), [OH-].[K+] (KOH), CCO (EtOH). The solvent is O (water), O (water). Run at temperature 130 celsius. The product is FC1=C(C=CC=C1)C(C(=O)O)(C)C (2-(2-Fluorophenyl)-2-methylpropanoic acid). The yield is 81.3%. As a reaction SMILES: [F:1][C:2]1[CH:7]=[CH:6][CH:5]=[CH:4][C:3]=1[C:8]([CH3:14])([CH3:13])[C:9]([O:11]C)=[O:10].[OH-].[K+].CCO>O>[F:1][C:2]1[CH:7]=[CH:6][CH:5]=[CH:4][C:3]=1[C:8]([CH3:14])([CH3:13])[C:9]([OH:11])=[O:10] |f:1.2|. Procedure details: A flask containing a solution of methyl 2-(2-fluorophenyl)-2-methylpropanoate (5.2 g, 27 mmol), KOH (2.9 mL, 106 mmol), water (20.0 mL), and EtOH (100 mL) was sealed and heated at 130° C. for 2 hours. Removal of solvent in vacuo provided a yellow oil that was diluted with water. The aqueous mixture was extracted with DCM (1×100 mL), and the organic layer was separated. The aqueous layer was acidified to a pH of 1 with 5N HCl and then extracted with EtOAc (2×100 mL). The organic layers were dried... The reactants are C(#N)N=C1SCCN1[C@H]1[C@@H](C(OC2=C1C=C(C=C2)S(=O)(=O)C)(C)C)O (trans-4-(2-cyanoiminothiazolidin-3-yl)-3,4-dihydro-3-hydroxy-6-mesyl-2,2-dimethyl-2H-1-benzopyran), C(C)(=O)OC(C)=O (acetic anhydride). The solvent is N1=CC=CC=C1 (pyridine). Run at time 8 hour. The product is C(C)(=O)O[C@@H]1C(OC2=C([C@H]1N1C(SCC1)=NC#N)C=C(C=C2)S(=O)(=O)C)(C)C (trans-3-acetoxy-4-[2-(cyanoimino)thiazolidin-3-yl]-3,4-dihydro-6-mesyl-2,2-dimethyl-2H-1-benzopyran). Reaction SMILES: [C:1]([N:3]=[C:4]1[N:8]([C@@H:9]2[C:14]3[CH:15]=[C:16]([S:19]([CH3:22])(=[O:21])=[O:20])[CH:17]=[CH:18][C:13]=3[O:12][C:11]([CH3:24])([CH3:23])[C@H:10]2[OH:25])[CH2:7][CH2:6][S:5]1)#[N:2].[C:26](OC(=O)C)(=[O:28])[CH3:27]>N1C=CC=CC=1>[C:26]([O:25][C@H:10]1[C@H:9]([N:8]2[CH2:7][CH2:6][S:5][C:4]2=[N:3][C:1]#[N:2])[C:14]2[CH:15]=[C:16]([S:19]([CH3:22])(=[O:21])=[O:20])[CH:17]=[CH:18][C:13]=2[O:12][C:11]1([CH3:23])[CH3:24])(=[O:28])[CH3:27]. Procedure: A mixture of trans-4-(2-cyanoiminothiazolidin-3-yl)-3,4-dihydro-3-hydroxy-6-mesyl-2,2-dimethyl-2H-1-benzopyran (5.5 g) and acetic anhydride (25 ml) in pyridine (50 ml) was allowed to stand at room temperature overnight. The mixture was concentrated to give a residue of trans-3-acetoxy-4-[2-(cyanoimino)thiazolidin-3-yl]-3,4-dihydro-6-mesyl-2,2-dimethyl-2H-1-benzopyran, which was washed with diisopropyl ether and dried in vacuo. To a suspension of this residue in toluene (21 ml) was added 1,8-diaz... Starting materials: CN(C)C(=O)c1c(CN)c(=O)c2ccc(Cl)cc2n1-c1ccccc1, O=C(O)c1ccc(N2CCOCC2)cc1. Yields the product CN(C)C(=O)c1c(CNC(=O)c2ccc(N3CCOCC3)cc2)c(=O)c2ccc(Cl)cc2n1-c1ccccc1. As a reaction SMILES: [NH2:1][CH2:2][c:3]1[c:4]([C:21](=[O:22])[N:23]([CH3:24])[CH3:25])[n:5](-[c:15]2[cH:16][cH:17][cH:18][cH:19][cH:20]2)[c:6]2[cH:7][c:8]([Cl:14])[cH:9][cH:10][c:11]2[c:12]1=[O:13].[O:26]1[CH2:27][CH2:28][N:29]([c:32]2[cH:33][cH:34][c:35]([C:36](=[O:37])[OH:38])[cH:39][cH:40]2)[CH2:30][CH2:31]1>>[NH:1]([CH2:2][c:3]1[c:4]([C:21](=[O:22])[N:23]([CH3:24])[CH3:25])[n:5](-[c:15]2[cH:16][cH:17][cH:18][cH:19][cH:20]2)[c:6]2[cH:7][c:8]([Cl:14])[cH:9][cH:10][c:11]2[c:12]1=[O:13])[C:36]([c:35]1[cH:34][cH:33][c:32]([N:29]2[CH2:28][CH2:27][O:26][CH2:31][CH2:30]2)[cH:40][cH:39]1)=[O:37]. The reactants are C(C=C)SC1C(C(N1C(C(=S)OCC1=CC=C(C=C1)[N+](=O)[O-])=C(C(C(C)(C)C)=O)OC1=CC=CC=C1)=O)CC (4-nitrobenzyl 2-(4-allylthio-3-ethylazetidin-2-on-1-yl)-3-phenoxy-3-trimethylacetylthiopropenate), ClCl (chlorine). The solvent is ClCCl (dichloromethane), C(Cl)(Cl)(Cl)Cl (carbon tetrachloride). Yields the product ClC1C(C(N1C(C(=S)OCC1=CC=C(C=C1)[N+](=O)[O-])=C(C(C(C)(C)C)=O)OC1=CC=CC=C1)=O)CC (4-Nitrobenzyl 2-(4-chloro-3-ethyl-azetidin-2-on-1-yl)-3-phenoxy-3-trimethylacetylthiopropenate). Isolated yield 77.3%. RXN SMILES: C(S[CH:5]1[N:8]([C:9](=[C:23]([O:30][C:31]2[CH:36]=[CH:35][CH:34]=[CH:33][CH:32]=2)[C:24](=[O:29])[C:25]([CH3:28])([CH3:27])[CH3:26])[C:10]([O:12][CH2:13][C:14]2[CH:19]=[CH:18][C:17]([N+:20]([O-:22])=[O:21])=[CH:16][CH:15]=2)=[S:11])[C:7](=[O:37])[CH:6]1[CH2:38][CH3:39])C=C.[Cl:40]Cl>ClCCl.C(Cl)(Cl)(Cl)Cl>[Cl:40][CH:5]1[N:8]([C:9](=[C:23]([O:30][C:31]2[CH:36]=[CH:35][CH:34]=[CH:33][CH:32]=2)[C:24](=[O:29])[C:25]([CH3:28])([CH3:27])[CH3:26])[C:10]([O:12][CH2:13][C:14]2[CH:19]=[CH:18][C:17]([N+:20]([O-:22])=[O:21])=[CH:16][CH:15]=2)=[S:11])[C:7](=[O:37])[CH:6]1[CH2:38][CH3:39]. Procedure details: To a solution of 2.47 g 4-nitrobenzyl 2-(4-allylthio-3-ethylazetidin-2-on-1-yl)-3-phenoxy-3-trimethylacetylthiopropenate in dichloromethane at -20° was added a solution of 8.4 mmol of chlorine in carbon tetrachloride. After 30 minutes the mixture was warmed to room temperature, evaporated in vacuo, and the residual oil was chromatographed over silica gel. Elution with hexane-ethane acetate mixtures afforded 1.782 g of the title compound as a pale yellow foam (78% of the theoretical yield). Starting materials: COC1=CC=C(C=C1)C=1N=C(SC1CCCC)N (4-(4-methoxy-phenyl)-5-n-butyl-thiazol-2-ylamine), COC=1C=C(C(=O)Cl)C=CC1OC (3,4-dimethoxy-benzoyl chloride). Product: C(CCC)C1=C(N=C(S1)NC(C1=CC(=C(C=C1)OC)OC)=O)C1=CC=C(C=C1)OC (N-[5-n-butyl-4-(4-methoxy-phenyl)-thiazol-2-yl]-3,4-dimethoxy-benzamide). Yield: 62.8%. RXN SMILES: [CH3:1][O:2][C:3]1[CH:8]=[CH:7][C:6]([C:9]2[N:10]=[C:11]([NH2:18])[S:12][C:13]=2[CH2:14][CH2:15][CH2:16][CH3:17])=[CH:5][CH:4]=1.[CH3:19][O:20][C:21]1[CH:22]=[C:23]([CH:27]=[CH:28][C:29]=1[O:30][CH3:31])[C:24](Cl)=[O:25]>>[CH2:14]([C:13]1[S:12][C:11]([NH:18][C:24](=[O:25])[C:23]2[CH:27]=[CH:28][C:29]([O:30][CH3:31])=[C:21]([O:20][CH3:19])[CH:22]=2)=[N:10][C:9]=1[C:6]1[CH:5]=[CH:4][C:3]([O:2][CH3:1])=[CH:8][CH:7]=1)[CH2:15][CH2:16][CH3:17]. Procedure: A procedure similar to that in Example 4 was used. 4-(4-methoxy-phenyl)-5-n-butyl-thiazol-2-ylamine prepared in Example 62 and 3,4-dimethoxy-benzoyl chloride prepared in the step 1 of Example 12 were used as starting materials, allowed to react at room temperature overnight, followed by post-treatment to give a crude product, which was recrystallized with petroleum ether and ethyl acetate at a ratio of 2:1 (V:V) to obtain a product as a white solid in a yield of 62.8%, mp: 150-151 └. 1H-NMR (CDC... Reactants: C(C1=CC=CC=C1)OC(NC=1C=C2C(=CC=NC2=CC1OC)OC1=CC=C(C=C1)NC(=O)NC1=CC=C(C=C1)F)=O ((4-{4-[3-(4-fluorophenyl)ureido]phenoxy}-7-methoxyquinolin-6-yl)carbamic acid benzyl ester), CO (methanol). The reagents and catalysts are [C].[Pd] (palladium carbon). Solvent: O1CCCC1 (tetrahydrofuran). Conditions: time 7 hour. Product: NC=1C=C2C(=CC=NC2=CC1OC)OC1=CC=C(C=C1)NC(=O)NC1=CC=C(C=C1)F (1-[4-(6-Amino-7-methoxyquinolin-4-yloxy)phenyl]-3-(4-fluorophenyl)urea). Isolated yield 79.2%. As a reaction SMILES: C(OC(=O)[NH:10][C:11]1[CH:12]=[C:13]2[C:18](=[CH:19][C:20]=1[O:21][CH3:22])[N:17]=[CH:16][CH:15]=[C:14]2[O:23][C:24]1[CH:29]=[CH:28][C:27]([NH:30][C:31]([NH:33][C:34]2[CH:39]=[CH:38][C:37]([F:40])=[CH:36][CH:35]=2)=[O:32])=[CH:26][CH:25]=1)C1C=CC=CC=1.CO>O1CCCC1.[C].[Pd]>[NH2:10][C:11]1[CH:12]=[C:13]2[C:18](=[CH:19][C:20]=1[O:21][CH3:22])[N:17]=[CH:16][CH:15]=[C:14]2[O:23][C:24]1[CH:25]=[CH:26][C:27]([NH:30][C:31]([NH:33][C:34]2[CH:35]=[CH:36][C:37]([F:40])=[CH:38][CH:39]=2)=[O:32])=[CH:28][CH:29]=1 |f:3.4|. Procedure details: After dissolving (4-{4-[3-(4-fluorophenyl)ureido]phenoxy}-7-methoxyquinolin-6-yl)carbamic acid benzyl ester (100 mg) in a mixture of tetrahydrofuran (10 ml)-methanol (10 ml), 10% palladium carbon (10 mg) was added and the mixture was stirred for 7 hours at room temperature under hydrogen gas at 1 atmosphere. The reaction solution was filtered with celite and the filtrate was concentrated to obtain the title compound (60 mg) as a solid. The reactants are BrC=1C=C2\C(\C(NC(C2=CC1)=O)=O)=C/OC ((4E)-6-bromo-4-(methoxymethylene)isoquinoline-1,3(2H,4H)-dione), N1C=NC(=C1)C1=CC=C(N)C=C1 (4-(1H-Imidazol-4-yl)aniline). Solvent: CN(C=O)C (N,N-dimethylformamide). Run at temperature 120 celsius. The product is BrC=1C=C2C(C(NC(C2=CC1)=O)=O)=CNC1=CC=C(C=C1)C=1N=CNC1 (6-Bromo-4-{[4-(1H-imidazol-4-yl)-phenylamino]-methylene}-4H-isoquinolin-1,3-dione). As a reaction SMILES: [Br:1][C:2]1[CH:3]=[C:4]2[C:9](=[CH:10][CH:11]=1)[C:8](=[O:12])[NH:7][C:6](=[O:13])/[C:5]/2=[CH:14]/OC.[NH:17]1[CH:21]=[C:20]([C:22]2[CH:28]=[CH:27][C:25]([NH2:26])=[CH:24][CH:23]=2)[N:19]=[CH:18]1>CN(C)C=O>[Br:1][C:2]1[CH:3]=[C:4]2[C:9](=[CH:10][CH:11]=1)[C:8](=[O:12])[NH:7][C:6](=[O:13])[C:5]2=[CH:14][NH:26][C:25]1[CH:24]=[CH:23][C:22]([C:20]2[N:19]=[CH:18][NH:17][CH:21]=2)=[CH:28][CH:27]=1. Procedure: A mixture of 2.00 g (7.09 mmol) of (4E)-6-bromo-4-(methoxymethylene)isoquinoline-1,3(2H,4H)-dione and 1.24 g (7.80 mmol) of 4-(1H-Imidazol-4-yl)aniline in 22 mL of N,N-dimethylformamide (DMF) is heated at 120° C. for 1.25 h. The chilled reaction mixture is filtered and the insoluble material is washed with N,N-dimethylformamide (DMF) and Et2O. In order to remove residual N,N-dimethylformamide (DMF), the solid is boiled with MeOH (2×), washed with Et2O and dried in vacuo. The yield is 2.10 g (72%... Reactants: C1(CCCC1)N1N=C(C2=CC=C(C=C12)C(CC1=CC=NC=C1)(O)C1=CC=CC=C1)CC ((±)-1-(1-cyclopentyl-3-ethyl-1H-indazol-6-yl)-1-phenyl-2-pyridin-4-yl-ethanol), C1(=CC=C(C=C1)S(=O)(=O)O)C (p-toluenesulfonic acid), C1(=CC=CC=C1)C (toluene). Run in O (H2O), [OH-].[Na+] (NaOH). Conditions: time 7 hour. Yields the product C1(CCCC1)N1N=C(C2=CC=C(C=C12)C(=CC1=CC=NC=C1)C1=CC=CC=C1)CC (1-Cyclopentyl-3-ethyl-6-(1-phenyl-2-pyridin-4-yl-vinyl)-1H-indazole). The yield is 96.2%. Reaction SMILES: [CH:1]1([N:6]2[C:14]3[C:9](=[CH:10][CH:11]=[C:12]([C:15]([C:24]4[CH:29]=[CH:28][CH:27]=[CH:26][CH:25]=4)(O)[CH2:16][C:17]4[CH:22]=[CH:21][N:20]=[CH:19][CH:18]=4)[CH:13]=3)[C:8]([CH2:30][CH3:31])=[N:7]2)[CH2:5][CH2:4][CH2:3][CH2:2]1.C1(C)C=CC(S(O)(=O)=O)=CC=1.C1(C)C=CC=CC=1>O.[OH-].[Na+]>[CH:1]1([N:6]2[C:14]3[C:9](=[CH:10][CH:11]=[C:12]([C:15]([C:24]4[CH:25]=[CH:26][CH:27]=[CH:28][CH:29]=4)=[CH:16][C:17]4[CH:18]=[CH:19][N:20]=[CH:21][CH:22]=4)[CH:13]=3)[C:8]([CH2:30][CH3:31])=[N:7]2)[CH2:5][CH2:4][CH2:3][CH2:2]1 |f:4.5|. Procedure details: 1.00 g (2.43 mmol, 1.0 equiv) (±)-1-(1-cyclopentyl-3-ethyl-1H-indazol-6-yl)-1-phenyl-2-pyridin-4-yl-ethanol, 578 mg (3.04 mmol, 1.25 equiv) p-toluenesulfonic acid and 25 mL anhydrous toluene were placed in a flask fitted with a Dean-Stark trap and heated to reflux under nitrogen atmosphere. After 7 hours, the reaction mixture was cooled to room temperature and allowed to stir for 72 hours. The reaction mixture was diluted with 200 mL H2O and 100 mL 1N NaOH, and extracted 2×100 mL ethyl acetate. ... The reactants are O=C([O-])[O-], CCCc1c(OCCCC(=O)OCC)ccc(C(C)=O)c1OCCOCCOS(C)(=O)=O, CC(C)=O, CN(C)C=O, [K+], [K+], CCCc1c(O)ccc(C(C)=O)c1O. The product is CCCc1c(OCCOCCOc2c(C(C)=O)ccc(OCCCC(=O)OCC)c2CCC)ccc(C(C)=O)c1O. Reaction SMILES: [C:47](=[O:48])([O-:49])[O-:50].[CH2:15]([CH3:16])[O:17][C:18]([CH2:19][CH2:20][CH2:21][O:22][c:23]1[c:24]([CH2:43][CH2:44][CH3:45])[c:25]([O:32][CH2:33][CH2:34][O:35][CH2:36][CH2:37][O:38][S:39]([CH3:40])(=[O:41])=[O:42])[c:26]([C:29]([CH3:30])=[O:31])[cH:27][cH:28]1)=[O:46].[CH3:53][C:54](=[O:55])[CH3:56].[CH3:57][N:58]([CH3:59])[CH:60]=[O:61].[K+:51].[K+:52].[OH:1][c:2]1[c:3]([C:12]([CH3:13])=[O:14])[cH:4][cH:5][c:6]([OH:11])[c:7]1[CH2:8][CH2:9][CH3:10]>>[OH:1][c:2]1[c:3]([C:12]([CH3:13])=[O:14])[cH:4][cH:5][c:6]([O:38][CH2:37][CH2:36][O:35][CH2:34][CH2:33][O:32][c:25]2[c:24]([CH2:43][CH2:44][CH3:45])[c:23]([O:22][CH2:21][CH2:20][CH2:19][C:18]([O:17][CH2:15][CH3:16])=[O:46])[cH:28][cH:27][c:26]2[C:29]([CH3:30])=[O:31])[c:7]1[CH2:8][CH2:9][CH3:10]. Reactants: C1(=CC=CC=C1)S(=O)(=O)C1=CC=C2C(CCOC2=C1)CC#N ((7-Benzenesulfonyl-chroman-4-yl)-acetonitrile), CN(C)C=O (DMF). RXN SMILES: [C:1]1([S:7]([C:10]2[CH:19]=[C:18]3[C:13]([CH:14]([CH2:20][C:21]#[N:22])[CH2:15][CH2:16][O:17]3)=[CH:12][CH:11]=2)(=[O:9])=[O:8])[CH:6]=[CH:5][CH:4]=[CH:3][CH:2]=1.CN(C=O)C>C1COCC1>[C:1]1([S:7]([C:10]2[CH:19]=[C:18]3[C:13]([CH:14]([CH2:20][CH2:21][NH2:22])[CH2:15][CH2:16][O:17]3)=[CH:12][CH:11]=2)(=[O:9])=[O:8])[CH:2]=[CH:3][CH:4]=[CH:5][CH:6]=1. Solvent: C1CCOC1 (THF). The yield is 30.2%. Reported procedure: (7-Benzenesulfonyl-chroman-4-yl)-acetonitrile (397 mg, 1.26 mmol) was dissolved in 5 mL THF, and 190 ul (1.9 mmol) of BH3.DMF was added. The reaction mixture was heated to reflux for one hour and then cooled to room temperature, quenched by addition of methanol, and diluted with water. The aqueous mixture was extrated with EtOAc. The organic phase was dried over MgSO4, and solvent was removed under reduced pressure. The residue was chromatographed through silica gel (MeOH:CH2Cl2:NH4OH 8%:90%:2%)... Yields the product C1(=CC=CC=C1)S(=O)(=O)C1=CC=C2C(CCOC2=C1)CCN (2-(7-benzenesulfonyl-chroman-4-yl)-ethylamine).